Dataset: the Open Reaction Database (ORD), a public repository of structured organic reaction records. Task: describe an organic reaction: reactants, conditions, products, and yield Starting materials: Cl.Cl.Cl.NCCCNCCCCNC(C(OC)NC(CCCCCCNC(=N)N)=O)=O (N-[4-(3-aminopropyl)aminobutyl]-2-(7-guanidinoheptanamido)-2-methoxyethanamide trihydrochloride), Cl.Cl.Cl.NCCCNCCCCNC(C(O)NC(CCCCCCNC(=N)N)=O)=O (N-[4-(3-aminopropyl)aminobutyl]-2-(7-guanidinoheptanamido)-2-hydroxyethanamide trihydrochloride), Cl.CO (hydrogen chloride methanol). The solvent is CO (methanol). Conditions: time 15 hour. The product is NCCCNCCCCNC(C(OC)NC(CCCCCCNC(=N)N)=O)=O (N-[4-(3-aminopropyl)aminobutyl]-2-(7-guanidinoheptanamido)-2-methoxyethanamide). Isolated yield 64.0%. Reaction SMILES: Cl.Cl.Cl.NCCCNCCCCNC(=O)C(NC(=O)CCCCCCNC(N)=N)O.Cl.CO.Cl.Cl.Cl.[NH2:37][CH2:38][CH2:39][CH2:40][NH:41][CH2:42][CH2:43][CH2:44][CH2:45][NH:46][C:47](=[O:64])[CH:48]([NH:51][C:52](=[O:63])[CH2:53][CH2:54][CH2:55][CH2:56][CH2:57][CH2:58][NH:59][C:60]([NH2:62])=[NH:61])[O:49][CH3:50]>CO>[NH2:37][CH2:38][CH2:39][CH2:40][NH:41][CH2:42][CH2:43][CH2:44][CH2:45][NH:46][C:47](=[O:64])[CH:48]([NH:51][C:52](=[O:63])[CH2:53][CH2:54][CH2:55][CH2:56][CH2:57][CH2:58][NH:59][C:60]([NH2:62])=[NH:61])[O:49][CH3:50] |f:0.1.2.3,4.5,6.7.8.9|. Procedure: To a solution of 920 mg (1.85 mmoles) of N-[4-(3-aminopropyl)aminobutyl]-2-(7-guanidinoheptanamido)-2-hydroxyethanamide trihydrochloride in 20 ml of anhydrous methanol was added 2 ml of 2N hydrogen chloride-methanol. The mixture was stirred at room temperature for 15 hours. The reaction mixture was concentrated under reduced pressure and the resulting white powder was dissolved in 15 ml of water. The aqueous solution was adjusted to pH 6 with 1N aqueous sodium hydroxide solution, then passed thr... The reactants are O=C1CCC(=O)N1, CN(C)C=O, Oc1cccnc1C1=CCC2(CC1)OCCO2. Yields the product O=C1CCC(=O)N1C1CCC2(CC1)OCCO2. Reaction SMILES: [O:1]=[C:2]1[CH2:3][CH2:4][C:5](=[O:6])[NH:7]1.[O:25]=[CH:26][N:27]([CH3:28])[CH3:29].[O:8]1[CH2:9][CH2:10][O:11][C:12]12[CH2:13][CH:14]=[C:15]([c:18]1[c:19]([OH:20])[cH:21][cH:22][cH:23][n:24]1)[CH2:16][CH2:17]2>>[O:1]=[C:2]1[CH2:3][CH2:4][C:5](=[O:6])[N:7]1[CH:15]1[CH2:14][CH2:13][C:12]2([O:8][CH2:9][CH2:10][O:11]2)[CH2:17][CH2:16]1. Reactants: CC1=C(C=NC=C1)N (4-Methyl-pyridin-3-ylamine), C(OC)(OC)=O (dimethyl carbonate), CC(C)([O-])C.[K+] (potassium t-butoxide), C1CCOC1 (THF). Run at time 30 minute. Yields the product COC(NC=1C=NC=CC1C)=O ((4-Methyl-pyridin-3-yl)-carbamic acid methyl ester). Yield: 89.0%. Reaction SMILES: [CH3:1][C:2]1[CH:7]=[CH:6][N:5]=[CH:4][C:3]=1[NH2:8].CC(C)([O-])C.[K+].C1COCC1.[C:20](=O)([O:23]C)[O:21][CH3:22]>>[CH3:22][O:21][C:20](=[O:23])[NH:8][C:3]1[CH:4]=[N:5][CH:6]=[CH:7][C:2]=1[CH3:1] |f:1.2|. Procedure details: The synthesis was carried out by charging 2 grams (1 equiv., 18.5 mmol) 4-Methyl-pyridin-3-ylamine to a solution of 6.55 grams potassium t-butoxide (3 equiv., 55.5 mmol) in 10 ml THF (6.66 euiv., 123 mmol) at 0° C. Upon anion formation, 2.34 ml dimethyl carbonate (1.5 equiv., 27.7 mmol) were charged to the reaction at a rate so that the temperature stayed below 0° C. The reaction was complete within 30 minutes and the red slurry was quenched with 50 ml water (25 volumes) and extracted in 50 ml e... The reactants are CCCCCCCC(=O)Cl, O=C1NCCCO1. Yields the product CCCCCCCC(=O)N1CCCOC1=O. Reaction SMILES: [C:8]([CH2:9][CH2:10][CH2:11][CH2:12][CH2:13][CH2:14][CH3:15])(=[O:16])[Cl:17].[O:1]1[C:2](=[O:7])[NH:3][CH2:4][CH2:5][CH2:6]1>>[O:1]1[C:2](=[O:7])[N:3]([C:8]([CH2:9][CH2:10][CH2:11][CH2:12][CH2:13][CH2:14][CH3:15])=[O:16])[CH2:4][CH2:5][CH2:6]1. The reactants are Cc1ccc(NC(=O)OCc2ccccc2)c(=O)n1CC(=O)OC(C)(C)C, CCOC(C)=O, Cl. Product: Cc1ccc(NC(=O)OCc2ccccc2)c(=O)n1CC(=O)O. As a reaction SMILES: [C:2]([CH3:3])([CH3:4])([CH3:5])[O:6][C:7]([CH2:8][n:9]1[c:10](=[O:27])[c:11]([NH:16][C:17](=[O:18])[O:19][CH2:20][c:21]2[cH:22][cH:23][cH:24][cH:25][cH:26]2)[cH:12][cH:13][c:14]1[CH3:15])=[O:28].[CH3:29][CH2:30][O:31][C:32](=[O:33])[CH3:34].[ClH:1]>>[O:6]=[C:7]([CH2:8][n:9]1[c:10](=[O:27])[c:11]([NH:16][C:17](=[O:18])[O:19][CH2:20][c:21]2[cH:22][cH:23][cH:24][cH:25][cH:26]2)[cH:12][cH:13][c:14]1[CH3:15])[OH:28]. Starting materials: C=O (formaldehyde), ClC=1C(=NC(=NC1)NCCC1CCNCC1)C1=CC2=C(S1)C=CC=C2C(=O)N (2-[5-chloro-2-(2-piperidin-4-ylethylamino)-pyrimidin-4-yl]-benzo[b]thiophene-4-carboxylic acid amide), [BH4-].[Na+] (sodium borohydride), Cl (HCl). Run in CO (CH3OH), ClCCl (dichloromethane), CO (CH3OH), ClCCl (dichloromethane). Run at temperature 0 celsius, time 90 minute. Yields the product Cl.Cl.ClC=1C(=NC(=NC1)NCCC1CCN(CC1)C)C1=CC2=C(S1)C=CC=C2C(=O)N (2-{5-Chloro-2-[2-(1-methylpiperidin-4-yl)-ethylamino]-pyrimidin-4-yl}-benzo[b]thiophene-4-carboxylic acid amide di-hydrochloride), solid. Isolated yield 95.0%. RXN SMILES: [CH2:1]=O.[Cl:3][C:4]1[C:5]([C:19]2[S:23][C:22]3[CH:24]=[CH:25][CH:26]=[C:27]([C:28]([NH2:30])=[O:29])[C:21]=3[CH:20]=2)=[N:6][C:7]([NH:10][CH2:11][CH2:12][CH:13]2[CH2:18][CH2:17][NH:16][CH2:15][CH2:14]2)=[N:8][CH:9]=1.[BH4-].[Na+].[ClH:33]>CO.ClCCl>[ClH:3].[ClH:33].[Cl:3][C:4]1[C:5]([C:19]2[S:23][C:22]3[CH:24]=[CH:25][CH:26]=[C:27]([C:28]([NH2:30])=[O:29])[C:21]=3[CH:20]=2)=[N:6][C:7]([NH:10][CH2:11][CH2:12][CH:13]2[CH2:18][CH2:17][N:16]([CH3:1])[CH2:15][CH2:14]2)=[N:8][CH:9]=1 |f:2.3,7.8.9|. Reported procedure: Aqueous formaldehyde (37.4% or 13.5 M, 0.134 mL, 1.80 mmol) is added to a stirred solution of 2-[5-chloro-2-(2-piperidin-4-ylethylamino)-pyrimidin-4-yl]-benzo[b]thiophene-4-carboxylic acid amide (150 mg, 0.361 mmol) in CH3OH (15 mL) and dichloromethane (15 mL) at room temperature to form a light suspension. The mixture is allowed to stir for 90 minutes. The mixture is cooled to 0° C. before it is treated with powdered sodium borohydride (68.1 mg, 1.80 mmol). The mixture is stirred at 0° C. for 1...